describe an organic reaction: reactants, conditions, products, and yield From a dataset of the Open Reaction Database (ORD), a public repository of structured organic reaction records. Starting materials: C1(=CC=CC=C1)P(=O)(C1=CC=CC=C1)N=[N+]=[N-] (diphenylphosphoryl azide), C1CCC2=NCCCN2CC1 (DBU), C(C)C1=NC=2C(=NC(=CC2C)C)N1CC1=CC=C(C(C2=CC=CC=C2)O)C=C1 (4-(2-Ethyl-5,7-dimethylimidazo[4,5-b]pyridin-3-ylmethyl)benzhydrol). The solvent is C1(=CC=CC=C1)C (toluene), C1(=CC=CC=C1)C (toluene). Reaction conditions: temperature 60 celsius, time 4 hour. Product: C(C)C1=NC=2C(=NC(=CC2C)C)N1CC1=CC=C(C=C1)C(C1=CC=CC=C1)N=[N+]=[N-] ([4-(2-ethyl-5,7-dimethylimidazo[4,5-b]pyridin-3-ylmethyl)phenyl]phenylmethylazide). Isolated yield 92.4%. As a reaction SMILES: [CH2:1]([C:3]1[N:13]([CH2:14][C:15]2[CH:28]=[CH:27][C:18]([CH:19](O)[C:20]3[CH:25]=[CH:24][CH:23]=[CH:22][CH:21]=3)=[CH:17][CH:16]=2)[C:6]2=[N:7][C:8]([CH3:12])=[CH:9][C:10]([CH3:11])=[C:5]2[N:4]=1)[CH3:2].C1(P([N:43]=[N+:44]=[N-:45])(C2C=CC=CC=2)=O)C=CC=CC=1.C1CCN2C(=NCCC2)CC1>C1(C)C=CC=CC=1>[CH2:1]([C:3]1[N:13]([CH2:14][C:15]2[CH:28]=[CH:27][C:18]([CH:19]([N:43]=[N+:44]=[N-:45])[C:20]3[CH:25]=[CH:24][CH:23]=[CH:22][CH:21]=3)=[CH:17][CH:16]=2)[C:6]2=[N:7][C:8]([CH3:12])=[CH:9][C:10]([CH3:11])=[C:5]2[N:4]=1)[CH3:2]. Reported procedure: Compound 2 (0.600 g, 1.61 mmol) was dissolved in toluene (15 mL), and diphenylphosphoryl azide (0.696 mL, 3.23 mmol) and DBU (0.483 mL, 3.22 mmol) was added to the solution, followed by stirring at 60° C. for 4 hours. The reaction mixture was diluted with toluene, and washed with water and saturated brine. The organic layer was dried over anhydrous magnesium sulfate, and concentrated under reduced pressure. The residue was purified by silica gel column chromatography (ethyl acetate:hexane=1:1) t... Reactants: COC([C@@H]([C@@H](N)C1=CC=CC=C1)O)=O ((2R,3S)-β-phenyl isoserine methyl ester), ClC(=O)OCC1=CC=CC=C1 (benzyl chloroformate). Reagents/catalysts: CN(C)C=1C=CN=CC1 (DMAP). Run in C(C)(=O)OCC (ethyl acetate), N1=CC=CC=C1 (pyridine). Run at time 8 hour. The product is COC([C@@H]([C@@H](NC(=O)OCC1=CC=CC=C1)C1=CC=CC=C1)O)=O ((2R,3S)-N-carbobenzyloxy-β-phenyl isoserine methyl ester). Reaction SMILES: [CH3:1][O:2][C:3](=[O:14])[C@H:4]([OH:13])[C@H:5]([C:7]1[CH:12]=[CH:11][CH:10]=[CH:9][CH:8]=1)[NH2:6].Cl[C:16]([O:18][CH2:19][C:20]1[CH:25]=[CH:24][CH:23]=[CH:22][CH:21]=1)=[O:17]>N1C=CC=CC=1.CN(C1C=CN=CC=1)C.C(OCC)(=O)C>[CH3:1][O:2][C:3](=[O:14])[C@H:4]([OH:13])[C@H:5]([C:7]1[CH:12]=[CH:11][CH:10]=[CH:9][CH:8]=1)[NH:6][C:16]([O:18][CH2:19][C:20]1[CH:25]=[CH:24][CH:23]=[CH:22][CH:21]=1)=[O:17]. Procedure details: A solution of (2R,3S)-β-phenyl isoserine methyl ester (2) (Preparation No. 1, 2 mM) in pyridine containing a small amount of DMAP is cooled in an ice bath and treated with benzyl chloroformate (0.8 ml). After stirring at room temperature overnight, the reaction is diluted with ethyl acetate, washed with 5% aqueous sodium bisulfate, dried and evaporated. The product is obtained pure by silica gel chromatography in ethyl acetate-hexane mixtures. Mp 120-121° C. NMR(CDCl3, TMS): δ 3.26 (m, 1H); 3.79... The reactants are [Na] (sodium), C(CC(=O)OCC)(=O)OCC (diethyl malonate), CC1(OC2=C(C1)C(=C(C(=C2C)C=CC(C)=O)C)C)C (4-(2,3-dihydro-2,2,4,5,7-pentamethylbenzofuran-6-yl)-3-butene-2-one), aqueous solution, [OH-].[Na+] (sodium hydroxide). Run in CO (methanol), CO (methanol). Reaction conditions: time 20 minute. Product: CC1(OC2=C(C1)C(=C(C(=C2C)C2CC(=CC(C2)=O)O)C)C)C (5-(2,3-dihydro-2,2,4,5,7-pentamethylbenzofuran-6-yl)-3-hydroxycyclohex-2-en-1-one). Reaction SMILES: [Na].C(OCC)(=O)[CH2:3][C:4](OCC)=[O:5].[CH3:13][C:14]1([CH3:31])[CH2:18][C:17]2[C:19]([CH3:30])=[C:20]([CH3:29])[C:21]([CH:24]=[CH:25][C:26](=[O:28])[CH3:27])=[C:22]([CH3:23])[C:16]=2[O:15]1.[OH-].[Na+]>CO>[CH3:13][C:14]1([CH3:31])[CH2:18][C:17]2[C:19]([CH3:30])=[C:20]([CH3:29])[C:21]([CH:24]3[CH2:3][C:4](=[O:5])[CH:27]=[C:26]([OH:28])[CH2:25]3)=[C:22]([CH3:23])[C:16]=2[O:15]1 |f:3.4,^1:0|. Procedure details: To a solution of 3.8 g of sodium 140 ml of absolute methanol was added 25 ml of diethyl malonate. After stirring for 20 minutes, the mixture was added 42.4 g of the 4-(2,3-dihydro-2,2,4,5,7-pentamethylbenzofuran-6-yl)-3-butene-2-one in 140 ml of absolute methanol, refluxed for 4 hours and 200 ml of 10% aqueous solution of sodium hydroxide. The reaction mixture was cooled to room temperature and washed with diethyl ether. 2N aqueous solution of hydrochloric acid was added dropwise into the aqueou... Reactants: CN(C)C=O, OC(CCl)CNc1ccc(Cl)c(Cl)c1, O, c1c[nH]cn1. The product is OC(CNc1ccc(Cl)c(Cl)c1)Cn1ccnc1. As a reaction SMILES: [CH3:21][N:22]([CH3:23])[CH:24]=[O:25].[Cl:6][CH2:7][CH:8]([CH2:9][NH:10][c:11]1[cH:12][c:13]([Cl:18])[c:14]([Cl:17])[cH:15][cH:16]1)[OH:19].[OH2:20].[nH:1]1[cH:2][n:3][cH:4][cH:5]1>>[n:1]1([CH2:7][CH:8]([CH2:9][NH:10][c:11]2[cH:12][c:13]([Cl:18])[c:14]([Cl:17])[cH:15][cH:16]2)[OH:19])[cH:2][n:3][cH:4][cH:5]1. Starting materials: OB(O)c1ccccc1 (effective_coupling_partner), COc1ccc(OC(=O)C(C)(C)C)c2ccccc12 (substrate). The reagents and catalysts are PCy3. Reaction conditions: temperature 110 celsius, time 24 hour. Product: COc2ccc(c1ccccc1)c3ccccc23. Reactants: CO, CCOC(=O)CNCc1c[nH]c2c(-c3noc(-c4ccc(OC(C)C)c(Cl)c4)n3)cccc12, [Na+], C1CCOC1, [OH-], O. The product is CC(C)Oc1ccc(-c2nc(-c3cccc4c(CNCC(=O)O)c[nH]c34)no2)cc1Cl. Reaction SMILES: [CH3:41][OH:42].[Cl:1][c:2]1[cH:3][c:4](-[c:12]2[n:13][c:14](-[c:17]3[cH:18][cH:19][cH:20][c:21]4[c:22]([CH2:26][NH:27][CH2:28][C:29](=[O:30])[O:31][CH2:32][CH3:33])[cH:23][nH:24][c:25]34)[n:15][o:16]2)[cH:5][cH:6][c:7]1[O:8][CH:9]([CH3:10])[CH3:11].[Na+:35].[O:36]1[CH2:37][CH2:38][CH2:39][CH2:40]1.[OH-:34].[OH2:43]>>[Cl:1][c:2]1[cH:3][c:4](-[c:12]2[n:13][c:14](-[c:17]3[cH:18][cH:19][cH:20][c:21]4[c:22]([CH2:26][NH:27][CH2:28][C:29](=[O:30])[OH:31])[cH:23][nH:24][c:25]34)[n:15][o:16]2)[cH:5][cH:6][c:7]1[O:8][CH:9]([CH3:10])[CH3:11].